Dataset: the Open Reaction Database (ORD), a public repository of structured organic reaction records. Task: describe an organic reaction: reactants, conditions, products, and yield Starting materials: B (borane), OO (hydrogen peroxide), C(C1=CC=CC=C1)OC(=O)N1CCC(=CC1)C1=CC=CC=C1 (1-benzyloxycarbonyl-4-phenyl-1,2,3,6-tetrahydropyridine), [OH-].[Na+] (sodium hydroxide). Run in O1CCCC1 (tetrahydrofuran), O (water), O1CCCC1 (tetrahydrofuran), CO (methanol). Conditions: time 16 hour. Yields the product C(C1=CC=CC=C1)OC(=O)N1C[C@H]([C@@H](CC1)C1=CC=CC=C1)O (trans-1-benzyloxycarbonyl-3-hydroxy-4-phenylpiperidine). RXN SMILES: [CH2:1]([O:8][C:9]([N:11]1[CH2:16][CH:15]=[C:14]([C:17]2[CH:22]=[CH:21][CH:20]=[CH:19][CH:18]=2)[CH2:13][CH2:12]1)=[O:10])[C:2]1[CH:7]=[CH:6][CH:5]=[CH:4][CH:3]=1.B.[OH-:24].[Na+].OO>O1CCCC1.CO.O>[CH2:1]([O:8][C:9]([N:11]1[CH2:12][CH2:13][C@@H:14]([C:17]2[CH:22]=[CH:21][CH:20]=[CH:19][CH:18]=2)[C@H:15]([OH:24])[CH2:16]1)=[O:10])[C:2]1[CH:3]=[CH:4][CH:5]=[CH:6][CH:7]=1 |f:2.3|. Procedure: A solution of 1-benzyloxycarbonyl-4-phenyl-1,2,3,6-tetrahydropyridine (1.0 g) in tetrahydrofuran (20 mL) was cooled to 0° C. and treated with borane:tetrahydrofuran (3.75 mL of 1M solution in tetrahydrofuran). The reaction mixture was stirred for 16 hours at ambient temperature, diluted with methanol (50 mL), and treated with 3N sodium hydroxide (1.25 mL). The resulting reaction mixture was cooled to 0° C. and treated with 30% hydrogen peroxide solution (0.58 mL). After refluxing for 2 hours, th... Solvent: CCOC(=O)C (EtOAc), C(=O)(C)C#N (AcCN). The reactants are ClC=1C(=NC=C(N1)Cl)C#N (3,5-dichloropyrazine-2-carbonitrile), Cl.N[C@H](C(C)C)C(=O)N (D-valinamide HCl salt), CCN(C(C)C)C(C)C (DIPEA). Reaction conditions: time 4 hour. Isolated yield 102.7%. Procedure: To a mixture of 3,5-dichloropyrazine-2-carbonitrile (500 mg, 2.84 mmol) and D-valinamide HCl salt (476 mg, 3.12 mmol) in AcCN (10 mL) was added DIPEA (1.11 mL, 6.25 mmol). After stirring at room temperature for 4 h, it was diluted with EtOAc, washed with sat. NaHCO3, organic layer was separated and washed with brine, dried and concentrated to give (R)-2-(6-chloro-5-cyanopyrazin-2-ylamino)-3-methylbutanamide (740 mg). Step 2: To a mixture of (R)-2-(6-chloro-5-cyanopyrazin-2-ylamino)-3-methylbutan... The product is ClC1=C(N=CC(=N1)N[C@@H](C(=O)N)C(C)C)C#N ((R)-2-(6-chloro-5-cyanopyrazin-2-ylamino)-3-methylbutanamide). As a reaction SMILES: [Cl:1][C:2]1[C:3]([C:9]#[N:10])=[N:4][CH:5]=[C:6](Cl)[N:7]=1.Cl.[NH2:12][C@@H:13]([C:17]([NH2:19])=[O:18])[CH:14]([CH3:16])[CH3:15].CCN(C(C)C)C(C)C>C(C#N)(C)=O.CCOC(C)=O>[Cl:1][C:2]1[N:7]=[C:6]([NH:12][C@H:13]([CH:14]([CH3:16])[CH3:15])[C:17]([NH2:19])=[O:18])[CH:5]=[N:4][C:3]=1[C:9]#[N:10] |f:1.2|. Starting materials: C(O)([O-])=O.[Na+] (sodium hydrogen carbonate), CSC1=CC=C(C=N1)C(C(C=C)=O)CC1CCOCC1 (4-[6-(methylsulfanyl)pyridin-3-yl]-5-(tetrahydro-2H-pyran-4-yl)pent-1-en-3-one), N1=C(C=CC=C1)C=O (pyridine-2-carbaldehyde), C(C)(=O)[O-].[NH4+] (ammonium acetate). Reagents/catalysts: [Cl-].C(C1=CC=CC=C1)[N+]1=CSC(=C1C)CCO (3-benzyl-5-(2-hydroxyethyl)-4-methyl-1,3-thiazol-3-ium chloride). Solvent: O (Water), C(C)O (ethanol), C(C)N(CC)CC (triethylamine), C(C)(=O)O (acetic acid). Reaction conditions: temperature 110 celsius, time 3 hour. Product: CSC1=NC=C(C=C1)C(CC1CCOCC1)C=1NC(=CC1)C1=NC=CC=C1 (2-(methylsulfanyl)-5-[1-(5-(pyridin-2-yl)-1H-pyrrol-2-yl)-2-(tetrahydro-2H-pyran-4-yl)ethyl]pyridine). Yield: 58.0%. As a reaction SMILES: [CH3:1][S:2][C:3]1[N:8]=[CH:7][C:6]([CH:9]([CH2:14][CH:15]2[CH2:20][CH2:19][O:18][CH2:17][CH2:16]2)[C:10](=O)[CH:11]=[CH2:12])=[CH:5][CH:4]=1.[N:21]1[CH:26]=[CH:25][CH:24]=[CH:23][C:22]=1[CH:27]=O.C([O-])(=O)C.[NH4+:33].C(=O)([O-])O.[Na+]>C(O)C.[Cl-].C([N+]1C(C)=C(CCO)SC=1)C1C=CC=CC=1.C(O)(=O)C.O.C(N(CC)CC)C>[CH3:1][S:2][C:3]1[CH:4]=[CH:5][C:6]([CH:9]([C:10]2[NH:33][C:27]([C:22]3[CH:23]=[CH:24][CH:25]=[CH:26][N:21]=3)=[CH:12][CH:11]=2)[CH2:14][CH:15]2[CH2:20][CH2:19][O:18][CH2:17][CH2:16]2)=[CH:7][N:8]=1 |f:2.3,4.5,7.8|. Reported procedure: To a solution of 4-[6-(methylsulfanyl)pyridin-3-yl]-5-(tetrahydro-2H-pyran-4-yl)pent-1-en-3-one (0.485 g) in ethanol (16 mL) were added pyridine-2-carbaldehyde (0.189 mL), 3-benzyl-5-(2-hydroxyethyl)-4-methyl-1,3-thiazol-3-ium chloride (49 mg) and triethylamine (0.189 mL), and the mixture was heated under reflux for 2 hr. Water was added to the reaction mixture, and the mixture was extracted with ethyl acetate. The extract was washed successively with water and saturated brine, dried over anhydr... The reactants are solid, BrC1=CC(=CC=2C(=C3N(C12)CCNC3=O)C)F (6-bromo-8-fluoro-10-methyl-3,4-dihydro-2H-pyrazino[1,2-a]indol-1-one), BrC1=CC(=CC=2C(=C3N(C12)CCNC3=O)C)F (6-bromo-8-fluoro-10-methyl-3,4-dihydro-2H-pyrazino[1,2-a]indol-1-one), FC(OC1=CC=C(C=C1)B(O)O)(F)F (4-trifluoromethoxy-phenylboronic acid). Product: FC1=CC=2C(=C3N(C2C(=C1)C1=CC=C(C=C1)OC(F)(F)F)CCNC3=O)C (8-Fluoro-10-methyl-6-(4-trifluoromethoxy-phenyl)-3,4-dihydro-2H-pyrazino[1,2-a]indol-1-one). Reaction SMILES: Br[C:2]1[C:10]2[N:9]3[CH2:11][CH2:12][NH:13][C:14](=[O:15])[C:8]3=[C:7]([CH3:16])[C:6]=2[CH:5]=[C:4]([F:17])[CH:3]=1.[F:18][C:19]([F:31])([F:30])[O:20][C:21]1[CH:26]=[CH:25][C:24](B(O)O)=[CH:23][CH:22]=1>>[F:17][C:4]1[CH:3]=[C:2]([C:24]2[CH:23]=[CH:22][C:21]([O:20][C:19]([F:18])([F:30])[F:31])=[CH:26][CH:25]=2)[C:10]2[N:9]3[CH2:11][CH2:12][NH:13][C:14](=[O:15])[C:8]3=[C:7]([CH3:16])[C:6]=2[CH:5]=1. Reported procedure: The title compound, light yellow solid (76 mg, 80%), MS (ISP) m/z=379.5 [(M+H)+], mp 162° C., was prepared in accordance with the general method of example 1 from 6-bromo-8-fluoro-10-methyl-3,4-dihydro-2H-pyrazino[1,2-a]indol-1-one (intermediate 14) (74.3 mg, 0.25 mmol) and commercially available 4-trifluoromethoxy-phenylboronic acid (66.9 mg, 0.325 mmol). The reactants are O=C([O-])O, Cc1ccc(C2(O)OC(COCc3ccccc3)C(OCc3ccccc3)C(OCc3ccccc3)C2OCc2ccccc2)cc1Cc1ccc(O)cc1, ClCCl, O=S(=O)(OS(=O)(=O)C(F)(F)F)C(F)(F)F, [Na+], c1ccncc1. The product is Cc1ccc(C2(O)OC(COCc3ccccc3)C(OCc3ccccc3)C(OCc3ccccc3)C2OCc2ccccc2)cc1Cc1ccc(OS(=O)(=O)C(F)(F)F)cc1. Reaction SMILES: [C:77](=[O:78])([O-:79])[OH:80].[CH2:1]([c:2]1[cH:3][cH:4][cH:5][cH:6][cH:7]1)[O:8][CH:9]1[C:10]([OH:11])([c:41]2[cH:42][c:43]([CH2:48][c:49]3[cH:50][cH:51][c:52]([OH:55])[cH:53][cH:54]3)[c:44]([CH3:47])[cH:45][cH:46]2)[O:12][CH:13]([CH2:32][O:33][CH2:34][c:35]2[cH:36][cH:37][cH:38][cH:39][cH:40]2)[CH:14]([O:24][CH2:25][c:26]2[cH:27][cH:28][cH:29][cH:30][cH:31]2)[CH:15]1[O:16][CH2:17][c:18]1[cH:19][cH:20][cH:21][cH:22][cH:23]1.[Cl:82][CH2:83][Cl:84].[F:62][C:63]([F:64])([F:65])[S:66](=[O:67])(=[O:68])[O:69][S:70]([C:71]([F:72])([F:73])[F:74])(=[O:75])=[O:76].[Na+:81].[cH:56]1[cH:57][cH:58][n:59][cH:60][cH:61]1>>[CH2:1]([c:2]1[cH:3][cH:4][cH:5][cH:6][cH:7]1)[O:8][CH:9]1[C:10]([OH:11])([c:41]2[cH:42][c:43]([CH2:48][c:49]3[cH:50][cH:51][c:52]([O:55][S:66]([C:63]([F:62])([F:64])[F:65])(=[O:67])=[O:68])[cH:53][cH:54]3)[c:44]([CH3:47])[cH:45][cH:46]2)[O:12][CH:13]([CH2:32][O:33][CH2:34][c:35]2[cH:36][cH:37][cH:38][cH:39][cH:40]2)[CH:14]([O:24][CH2:25][c:26]2[cH:27][cH:28][cH:29][cH:30][cH:31]2)[CH:15]1[O:16][CH2:17][c:18]1[cH:19][cH:20][cH:21][cH:22][cH:23]1.